From a dataset of the Open Reaction Database (ORD), a public repository of structured organic reaction records. describe an organic reaction: reactants, conditions, products, and yield The reactants are C(C1=CC=CC=C1)(=O)CCN1CCN(CC1)C(=O)C=1C=C2CCC(NC2=CC1)=O (6-[4-(2-benzoylethyl)-1-piperazinylcarbonyl]-3,4-dihydrocarbostyril), Cl.NO (hydroxylamine hydrochloride), O (water). Run in N1=CC=CC=C1 (pyridine). Reaction conditions: temperature 100 celsius, time 4 hour. Product: Cl.C1(=CC=CC=C1)C(CN1CCN(CC1)C(=O)C=1C=C2CCC(NC2=CC1)=O)O (6-[4-(2-Phenyl-2-hydroxyethyl)-1-piperazinylcarbonyl]-3,4-dihydrocarbostyril monohydrochloride). Reaction SMILES: C(C[CH2:10][N:11]1[CH2:16][CH2:15][N:14]([C:17]([C:19]2[CH:20]=[C:21]3[C:26](=[CH:27][CH:28]=2)[NH:25][C:24](=[O:29])[CH2:23][CH2:22]3)=[O:18])[CH2:13][CH2:12]1)(=O)C1C=CC=CC=1.[ClH:30].NO.[OH2:33]>N1C=CC=CC=1>[ClH:30].[C:19]1([CH:17]([OH:33])[CH2:10][N:11]2[CH2:16][CH2:15][N:14]([C:17]([C:19]3[CH:20]=[C:21]4[C:26](=[CH:27][CH:28]=3)[NH:25][C:24](=[O:29])[CH2:23][CH2:22]4)=[O:18])[CH2:13][CH2:12]2)[CH:20]=[CH:21][CH:26]=[CH:27][CH:28]=1 |f:1.2,5.6|. Procedure details: 20 Grams of 6-[4-(2-benzoylethyl)-1-piperazinylcarbonyl]-3,4-dihydrocarbostyril and 5.33 g of hydroxylamine hydrochloride were dispersed in 40 ml of pyridine and the suspension was stirred at 100° C. for 4 hours. After the reaction was completed, the reaction mixture was poured into water and then extracted with chloroform, the extract was dried with anhydrous potassium carbonate, then the solvent was removed by evaporation. The thus obtained residue was purified by means of a silica gel column ...